Dataset: the Open Reaction Database (ORD), a public repository of structured organic reaction records. Task: describe an organic reaction: reactants, conditions, products, and yield The reactants are COC1=C(C=CC=C1)Cl (o-methoxyphenyl chloride), P (phosphine), CS2CO3. Reagents/catalysts: C(C=CC1=CC=CC=C1)Cl.[Pd] (palladium cinnamyl chloride). The solvent is CC(=O)C (acetone). The product is COC1=C(C=CC=C1)CC(C)=O (1-(2′-Methoxyphenyl)-2-propanone). Yield: 179.9%. Reaction SMILES: [CH3:1][O:2][C:3]1[CH:8]=[CH:7][CH:6]=[CH:5][C:4]=1Cl.P>CC(C)=O.C(Cl)C=CC1C=CC=CC=1.[Pd]>[CH3:1][O:2][C:3]1[CH:8]=[CH:7][CH:6]=[CH:5][C:4]=1[CH2:4][C:3](=[O:2])[CH3:8] |f:3.4|. Procedure details: This reaction is carried out in the same manner as the reaction in example 3. The difference is that, the reactants are o-methoxyphenyl chloride (142.3 mg, 1.0 mmol), palladium cinnamyl chloride (7.9 mg, 0.015 mmol), 2-Methoxy-6-(N-methyl-N-phenyl-amino) henyldicyclohexyl)phosphine (24.5 mg, 0.060 mmol), CS2CO3 (653.0 mg, 2.0 mmol) in 4.0 mL acetone at 90° C. for 16 h. 1-(2′-Methoxyphenyl)-2-propanone (147.7 mg) was obtained with a yield of 89% as liquid. 1H NMR (300 MHz, CDCl3) δ 7.29-7.22 (m, ... Reactants: BrC1=C(COC2=CC=CC3=C(C=CC=C23)OC)C=C(C=C1)OC (1-[(2-bromo-5-methoxybenzyl)oxy]-5-methoxynaphthalene), C(C)(=O)[O-].[K+] (potassium acetate). The reagents and catalysts are Cl[Pd]([P](C1=CC=CC=C1)(C2=CC=CC=C2)C3=CC=CC=C3)([P](C4=CC=CC=C4)(C5=CC=CC=C5)C6=CC=CC=C6)Cl (PdCl2(PPh3)2). The solvent is CN(C(C)=O)C (N,N-dimethylacetamide). Conditions: temperature 130 celsius. Product: COC1=CC=CC=2C1=CC=C1C3=C(COC21)C=C(C=C3)OC (1,8-Dimethoxy-6H-dibenzo[c,h]chromene). Isolated yield 98.8%. Reaction SMILES: Br[C:2]1[CH:21]=[CH:20][C:19]([O:22][CH3:23])=[CH:18][C:3]=1[CH2:4][O:5][C:6]1[C:15]2[C:10](=[C:11]([O:16][CH3:17])[CH:12]=[CH:13][CH:14]=2)[CH:9]=[CH:8][CH:7]=1.C([O-])(=O)C.[K+]>Cl[Pd](Cl)([P](C1C=CC=CC=1)(C1C=CC=CC=1)C1C=CC=CC=1)[P](C1C=CC=CC=1)(C1C=CC=CC=1)C1C=CC=CC=1.CN(C)C(=O)C>[CH3:17][O:16][C:11]1[C:10]2=[CH:9][CH:8]=[C:7]3[C:6]([O:5][CH2:4][C:3]4[CH:18]=[C:19]([O:22][CH3:23])[CH:20]=[CH:21][C:2]3=4)=[C:15]2[CH:14]=[CH:13][CH:12]=1 |f:1.2,^1:31,50|. Procedure: To a 2000 ml recovery flask was added 1-[(2-bromo-5-methoxybenzyl)oxy]-5-methoxynaphthalene (3.0 g, 8.03 mmol), potassium acetate (2.4 g anh., 24.10 mmol), PdCl2(PPh3)2 (1.12 g, 1.60 mmol), and N,N-dimethylacetamide (500 ml 99%). The flask was purged with nitrogen, heated to 130° C. for 12 h, and concentrated under high vacuum. The dark solids were then dissolved in ether/CH2Cl2 (1/1 300 ml) and passed through a silica gel/celite plug. Evaporation under reduced pressure afforded 2.32 g (99%) pro... Reactants: Nc1nc2c(Br)cc(C3CC3)cn2n1, O=C([O-])[O-], OB(O)c1ccc(Cl)cc1, [Na+], [Na+], C1COCCO1, O. Product: Nc1nc2c(-c3ccc(Cl)cc3)cc(C3CC3)cn2n1. Reaction SMILES: [Br:1][c:2]1[c:3]2[n:4]([cH:5][c:6]([CH:8]3[CH2:9][CH2:10]3)[cH:7]1)[n:11][c:12]([NH2:14])[n:13]2.[C:25](=[O:26])([O-:27])[O-:28].[Cl:15][c:16]1[cH:17][cH:18][c:19]([B:22]([OH:23])[OH:24])[cH:20][cH:21]1.[Na+:29].[Na+:30].[O:32]1[CH2:33][CH2:34][O:35][CH2:36][CH2:37]1.[OH2:31]>>[c:2]1(-[c:19]2[cH:18][cH:17][c:16]([Cl:15])[cH:21][cH:20]2)[c:3]2[n:4]([cH:5][c:6]([CH:8]3[CH2:9][CH2:10]3)[cH:7]1)[n:11][c:12]([NH2:14])[n:13]2. The reactants are Cl.C(C)OC(CC(C1=CC=C(C=C1)OC)N)=O (3-amino-3-(4-methoxyphenyl)propionic acid ethyl ester hydrochloride), C([O-])([O-])=O.[Na+].[Na+] (sodium carbonate), C(=O)(OCC)N1C(C=2C(C1=O)=CC=CC2)=O (N-carboethoxyphthalimide). The solvent is O (water), C(C)#N (acetonitrile). Reaction conditions: time 1 hour. Yields the product C1(C=2C(C(N1C(CC(=O)OCC)C1=CC=C(C=C1)OC)=O)=CC=CC2)=O (ethyl 3-phthalimido-3-(4-methoxyphenyl)propionate). Yield: 75.0%. Reaction SMILES: Cl.[CH2:2]([O:4][C:5](=[O:17])[CH2:6][CH:7]([NH2:16])[C:8]1[CH:13]=[CH:12][C:11]([O:14][CH3:15])=[CH:10][CH:9]=1)[CH3:3].C(=O)([O-])[O-].[Na+].[Na+].C(N1[C:33](=[O:34])[C:32]2=[CH:35][CH:36]=[CH:37][CH:38]=[C:31]2[C:30]1=[O:39])(OCC)=O>O.C(#N)C>[C:30]1(=[O:39])[N:16]([CH:7]([C:8]2[CH:9]=[CH:10][C:11]([O:14][CH3:15])=[CH:12][CH:13]=2)[CH2:6][C:5]([O:4][CH2:2][CH3:3])=[O:17])[C:33](=[O:34])[C:32]2=[CH:35][CH:36]=[CH:37][CH:38]=[C:31]12 |f:0.1,2.3.4|. Reported procedure: To a stirred solution of 3-amino-3-(4-methoxyphenyl)propionic acid ethyl ester hydrochloride (1.00 g, 3.85 mmol) and sodium carbonate (0.41 g, 3.85 mmol) in 40 mL of water was added N-carboethoxyphthalimide (0.84 g, 3.85 mmol) in 10 mL of acetonitrile. The reaction was complete in one hour by TLC. The reaction mixture was partially concentrated to remove the acetonitrile. To the resulting mixture was added 0.5 mL of ethyl ether and the mixture was stirred for 1 hour at room temperature. The resu... Reactants: CC(C)(C)OC(=O)NCCON=Cc1cc(C(=O)NOCCO)c(Nc2ccc(I)cc2F)c(F)c1F, O=C([O-])O, CCOC(C)=O, Cl, [Na+]. Product: NCCON=Cc1cc(C(=O)NOCCO)c(Nc2ccc(I)cc2F)c(F)c1F. Reaction SMILES: [C:2]([O:3][C:4](=[O:5])[NH:8][CH2:9][CH2:10][O:11][N:12]=[CH:13][c:14]1[c:15]([F:37])[c:16]([F:36])[c:17]([NH:27][c:28]2[c:29]([F:35])[cH:30][c:31]([I:34])[cH:32][cH:33]2)[c:18]([C:20]([NH:21][O:22][CH2:23][CH2:24][OH:25])=[O:26])[cH:19]1)([CH3:6])([CH3:7])[CH3:38].[C:39](=[O:40])([OH:41])[O-:42].[CH3:44][CH2:45][O:46][C:47](=[O:48])[CH3:49].[ClH:1].[Na+:43]>>[NH2:8][CH2:9][CH2:10][O:11][N:12]=[CH:13][c:14]1[c:15]([F:37])[c:16]([F:36])[c:17]([NH:27][c:28]2[c:29]([F:35])[cH:30][c:31]([I:34])[cH:32][cH:33]2)[c:18]([C:20]([NH:21][O:22][CH2:23][CH2:24][OH:25])=[O:26])[cH:19]1. Reactants: O=C(O)CCCCC1SCC2NC(=O)NC21, OCCN(CCO)CCO. Product: O=C([O-])CCCCC1SCC2NC(=O)NC21, OCCN(CCO)CCO. Reaction SMILES: [CH:1]12[CH2:2][S:3][CH:4]([CH2:5][CH2:6][CH2:7][CH2:8][C:9]([OH:10])=[O:11])[CH:12]1[NH:13][C:14](=[O:15])[NH:16]2.[OH:17][CH2:18][CH2:19][N:20]([CH2:21][CH2:22][OH:23])[CH2:24][CH2:25][OH:26]>>[CH:1]12[CH2:2][S:3][CH:4]([CH2:5][CH2:6][CH2:7][CH2:8][C:9](=[O:10])[O-:11])[CH:12]1[NH:13][C:14](=[O:15])[NH:16]2.[OH:17][CH2:18][CH2:19][N:20]([CH2:21][CH2:22][OH:23])[CH2:24][CH2:25][OH:26]. Starting materials: CCN(CC)CCn1ccc2ccc(Br)cc21, OCCCO, OB(O)c1cccnc1. Product: CCN(CC)CCn1ccc2ccc(-c3cccnc3)cc21. RXN SMILES: [Br:1][c:2]1[cH:3][cH:4][c:5]2[cH:6][cH:7][n:8]([CH2:11][CH2:12][N:13]([CH2:14][CH3:15])[CH2:16][CH3:17])[c:9]2[cH:10]1.[CH2:18]([OH:19])[CH2:20][CH2:21][OH:22].[n:23]1[cH:24][c:25]([B:29]([OH:30])[OH:31])[cH:26][cH:27][cH:28]1>>[c:2]1(-[c:25]2[cH:24][n:23][cH:28][cH:27][cH:26]2)[cH:3][cH:4][c:5]2[cH:6][cH:7][n:8]([CH2:11][CH2:12][N:13]([CH2:14][CH3:15])[CH2:16][CH3:17])[c:9]2[cH:10]1.